From a dataset of the Open Reaction Database (ORD), a public repository of structured organic reaction records. describe an organic reaction: reactants, conditions, products, and yield As a reaction SMILES: [NH2:1][NH2:2].[NH2:3][C:4]1[C:5]2[C:30]([CH3:36])([C:31]([O:33]CC)=O)[C:29](=[O:37])[NH:28][C:6]=2[N:7]=[C:8]([C:10]2[C:18]3[C:13](=[N:14][CH:15]=[CH:16][CH:17]=3)[N:12]([CH2:19][CH2:20][C:21]([F:27])([F:26])[C:22]([F:25])([F:24])[F:23])[N:11]=2)[N:9]=1>>[NH2:3][C:4]1[C:5]2[C:30]([CH3:36])([C:31]([NH:1][NH2:2])=[O:33])[C:29](=[O:37])[NH:28][C:6]=2[N:7]=[C:8]([C:10]2[C:18]3[C:13](=[N:14][CH:15]=[CH:16][CH:17]=3)[N:12]([CH2:19][CH2:20][C:21]([F:27])([F:26])[C:22]([F:24])([F:23])[F:25])[N:11]=2)[N:9]=1. Procedure: Hydrazine (2 mL, 63.7 mmol) was added to ethyl 4-amino-5-methyl-6-oxo-2-[1-(3,3,4,4,4-pentafluorobutyl)-1H-pyrazolo[3,4-b]pyridin-3-yl]-6,7-dihydro-5H-pyrrolo[2,3-d]pyrimidine-5-carboxylate, as prepared by the procedure described in Example 158, (400 mg, 0.761 mmol) and the reaction mixture was heated to 80° C. for 30 min. The reaction was then cooled to room temperature and concentrated in vacuo. Excess hydrazine was azeotropically removed by treatment with acetonitrile (3×4 mL). The product wa... Reactants: NN (Hydrazine), NC=1C2=C(N=C(N1)C1=NN(C3=NC=CC=C31)CCC(C(F)(F)F)(F)F)NC(C2(C(=O)OCC)C)=O (ethyl 4-amino-5-methyl-6-oxo-2-[1-(3,3,4,4,4-pentafluorobutyl)-1H-pyrazolo[3,4-b]pyridin-3-yl]-6,7-dihydro-5H-pyrrolo[2,3-d]pyrimidine-5-carboxylate). The product is NC=1C2=C(N=C(N1)C1=NN(C3=NC=CC=C31)CCC(C(F)(F)F)(F)F)NC(C2(C(=O)NN)C)=O (4-amino-5-methyl-6-oxo-2-[1-(3,3,4,4,4-pentafluorobutyl)-1H-pyrazolo[3,4-b]pyridin-3-yl]-6,7-dihydro-5H-pyrrolo[2,3-d]pyrimidine-5-carbohydrazide). Conditions: temperature 80 celsius. Reactants: COC(=O)N[C@@H](C(C)C)C(=O)O (N-methoxycarbonyl-(L)-valine), C(CCl)Cl (EDC), C=1C=CC2=C(C1)N=NN2O (HOBT), S1C=NC=C1C1=CC=C(C=C1)CN(C[C@@H]([C@H](CC1=CC=CC=C1)NC([C@@H](NC(=O)OC)[C@@H](C)CC)=O)O)N (1-[4-(thiazol-5-yl)-phenyl]-4(S)-hydroxy-2-amino-5(S)-N-(N-methoxycarbonyl-(L)-iso-leucyl)amino-6-phenyl-2-azahexane). The solvent is CN(C)C=O (DMF), TEA, CN(C)C=O (DMF). The product is S1C=NC=C1C1=CC=C(C=C1)CN(C[C@@H]([C@H](CC1=CC=CC=C1)NC([C@@H](NC(=O)OC)[C@@H](C)CC)=O)O)NC([C@@H](NC(=O)OC)C(C)C)=O (1-[4-(Thiazol-5-yl)-phenyl]-4(S)-hydroxy-2-N-(N-methoxycarbonyl-(L)-valyl)amino-5(S)-N-(N-methoxycarbonyl-(L)-iso-leucyl)amino-6-phenyl-2-azahexane). As a reaction SMILES: [CH3:1][O:2][C:3]([NH:5][C@H:6]([C:10]([OH:12])=O)[CH:7]([CH3:9])[CH3:8])=[O:4].C(Cl)CCl.C1C=CC2N(O)N=NC=2C=1.[S:27]1[C:31]([C:32]2[CH:37]=[CH:36][C:35]([CH2:38][N:39]([NH2:64])[CH2:40][C@H:41]([OH:63])[C@@H:42]([NH:50][C:51](=[O:62])[C@H:52]([C@H:58]([CH2:60][CH3:61])[CH3:59])[NH:53][C:54]([O:56][CH3:57])=[O:55])[CH2:43][C:44]3[CH:49]=[CH:48][CH:47]=[CH:46][CH:45]=3)=[CH:34][CH:33]=2)=[CH:30][N:29]=[CH:28]1>CN(C=O)C>[S:27]1[C:31]([C:32]2[CH:33]=[CH:34][C:35]([CH2:38][N:39]([NH:64][C:10](=[O:12])[C@H:6]([CH:7]([CH3:8])[CH3:9])[NH:5][C:3]([O:2][CH3:1])=[O:4])[CH2:40][C@H:41]([OH:63])[C@@H:42]([NH:50][C:51](=[O:62])[C@H:52]([C@H:58]([CH2:60][CH3:61])[CH3:59])[NH:53][C:54]([O:56][CH3:57])=[O:55])[CH2:43][C:44]3[CH:49]=[CH:48][CH:47]=[CH:46][CH:45]=3)=[CH:36][CH:37]=2)=[CH:30][N:29]=[CH:28]1. Reported procedure: Analogously to Example 7, 140 mg (0.80 mmol) of N-methoxycarbonyl-(L)-valine, 288 mg (1.5 mmol) of EDC and 135 mg (1.0 mmol) of HOBT in 2 ml of DMF and 418 μL of TEA are reacted with 0.5 mmol of 1-[4-(thiazol-5-yl)-phenyl]-4(S)-hydroxy-2-amino-5(S)-N-(N-methoxycarbonyl-(L)-iso-leucyl)amino-6-phenyl-2-azahexane in 5 ml of DMF to form the title compound: m.p: 202-204° C.; HPLC20-100: tRet=14.0; FAB MS (M+H)+=697. Reactants: C(C)(=O)N1CCC(CC1)O (N-Acetyl-4-hydroxypiperidine), [H-].[Na+] (sodium hydride), S(C)(=O)(=O)OCCOC1=C(C=CC=C1OC)OC (2-[2,6-dimethoxyphenoxy]ethyl mesylate). Run at time 20 hour. The product is C(C)(=O)N1CCC(CC1)OCCOC1=C(C=CC=C1OC)OC (N-acetyl-4-(2-[2,6-dimethoxyphenoxy]ethoxy)piperidine). Isolated yield 61.8%. Reaction SMILES: [C:1]([N:4]1[CH2:9][CH2:8][CH:7]([OH:10])[CH2:6][CH2:5]1)(=[O:3])[CH3:2].[H-].[Na+].S(O[CH2:18][CH2:19][O:20][C:21]1[C:26]([O:27][CH3:28])=[CH:25][CH:24]=[CH:23][C:22]=1[O:29][CH3:30])(=O)(=O)C>>[C:1]([N:4]1[CH2:9][CH2:8][CH:7]([O:10][CH2:18][CH2:19][O:20][C:21]2[C:26]([O:27][CH3:28])=[CH:25][CH:24]=[CH:23][C:22]=2[O:29][CH3:30])[CH2:6][CH2:5]1)(=[O:3])[CH3:2] |f:1.2|. Reported procedure: N-Acetyl-4-hydroxypiperidine (4.3 g.) in D.M.F. (50 ml.) was added dropwise to a stirred suspension of sodium hydride (3.0 g., 50% dispersion in mineral oil) in D.M.F. (50 ml.) under an atmosphere of nitrogen. After stirring for 3 hours at room temperature 2-[2,6-dimethoxyphenoxy]ethyl mesylate (9.0 g.) in D.M.F. (50 ml.) was added dropwise and stirring continued for 20 hours at room temperature. The solvent was evaporated in vacuo, the residue taken up in water, extracted with chloroform (3×100... The reactants are COC(=O)C1CC2=CC=C(C=C2CC1)O (6-hydroxy-1,2,3,4-tetrahydro-naphthalene-2-carboxylic acid methyl ester), C(C)(C)(C)[C@@H]1CC[C@H](CC1)O (trans-4-tert-butylcyclohexanol), C1(=CC=CC=C1)P(C1=CC=CC=C1)C1=CC=CC=C1 (triphenylphosphine), C1(=CC=CC=C1)C (toluene), N(=NC(=O)OC(C)C)C(=O)OC(C)C (diisopropyl azodicarboxylate). Reaction conditions: time 20 minute. Product: C(C)(C)(C)[C@@H]1CC[C@H](CC1)OC=1C=C2CCC(CC2=CC1)C(=O)OC (Methyl 6-((trans-4-(tert-butyl)cyclohexyl)oxy)-1,2,3,4-tetrahydronaphthalene-2-carboxylate). Isolated yield 15.6%. As a reaction SMILES: [CH3:1][O:2][C:3]([CH:5]1[CH2:14][CH2:13][C:12]2[C:7](=[CH:8][CH:9]=[C:10]([OH:15])[CH:11]=2)[CH2:6]1)=[O:4].[C:16]([C@H:20]1[CH2:25][CH2:24][C@H:23](O)[CH2:22][CH2:21]1)([CH3:19])([CH3:18])[CH3:17].C1(P(C2C=CC=CC=2)C2C=CC=CC=2)C=CC=CC=1.C1(C)C=CC=CC=1.N(C(OC(C)C)=O)=NC(OC(C)C)=O>>[C:16]([C@H:20]1[CH2:25][CH2:24][C@H:23]([O:15][C:10]2[CH:11]=[C:12]3[C:7](=[CH:8][CH:9]=2)[CH2:6][CH:5]([C:3]([O:2][CH3:1])=[O:4])[CH2:14][CH2:13]3)[CH2:22][CH2:21]1)([CH3:19])([CH3:18])[CH3:17]. Procedure: To a mixture of 6-hydroxy-1,2,3,4-tetrahydro-naphthalene-2-carboxylic acid methyl ester (0.280 g, 1.36 mmol), trans-4-tert-butylcyclohexanol (0.2338 g, 1.496 mmol) and triphenylphosphine (0.7122 g, 2.715 mmol) in toluene (5 mL, 50 mmol) was stirred for 20 min, then, diisopropyl azodicarboxylate (0.34 mL, 1.6 mmol) was added dropwise at 0° C. The solution was stirred at reflux overnight. The reaction was added silica gel and the solvent was concentrated. The residue was purified with silica gel e... The reactants are Cl (HCl), FC(C=1C=C(C=CC1)NC(=S)N)(F)F (3-trifluoromethylphenylthiourea), C(CC(=O)C)(=O)OC (methyl acetoacetate), C[Si](C)(C)OP(=O)([O-])[O-] (trimethylsilylphosphate), C1CCOC1 (THF). Run at temperature 70 celsius, time 17 hour. Product: COC(=O)C=1C(NC(N(C1C)C1=CC(=CC=C1)C(F)(F)F)=S)C1=CC=C(C=C1)C#N (4-(4-Cyanophenyl)-6-methyl-2-thioxo-1-(3-trifluoromethylphenyl)-1,2,3,4-tetrahydro-pyrimidine-5-carboxylic acid methyl ester). As a reaction SMILES: [F:1][C:2]([F:14])([F:13])[C:3]1[CH:4]=[C:5]([NH:9][C:10]([NH2:12])=[S:11])[CH:6]=[CH:7][CH:8]=1.[C:15]([O:21][CH3:22])(=[O:20])[CH2:16][C:17]([CH3:19])=O.C[Si](OP([O-])([O-])=O)(C)C.Cl.[CH2:33]1[CH2:37]O[CH2:35][CH2:34]1>>[CH3:22][O:21][C:15]([C:16]1[CH:35]([C:34]2[CH:2]=[CH:3][C:4]([C:5]#[N:9])=[CH:37][CH:33]=2)[NH:12][C:10](=[S:11])[N:9]([C:5]2[CH:6]=[CH:7][CH:8]=[C:3]([C:2]([F:1])([F:13])[F:14])[CH:4]=2)[C:17]=1[CH3:19])=[O:20]. Procedure: To a solution of 3-trifluoromethylphenylthiourea (2.2 g, 10 mmol) 4-cyanobenzaldehyde (1.4 g, 11 mmol) and methyl acetoacetate (1.2 mL, 11 mmol) in THF (40 mL) was added trimethylsilylphosphate (1.8 g) and the mixture heated at 70° C. After 17 hours, the reaction mixture was allowed to cool, then poured onto 0.5 M HCl (200 mL) and extracted into EtOAc. The organic phase was washed with water, then brine, dried (Na2SO4) and concentrated in vacuo. The resulting residue was purified by silica gel c... Reactants: CC(=O)N1CCNCC1C, Nc1c(F)c(F)cc2c1c(=O)c(C(=O)O)cn2C1CC1, c1ccncc1. The product is CC(=O)N1CCN(c2cc3c(c(N)c2F)c(=O)c(C(=O)O)cn3C2CC2)CC1C. As a reaction SMILES: [C:21]([CH3:22])(=[O:23])[N:24]1[CH:25]([CH3:30])[CH2:26][NH:27][CH2:28][CH2:29]1.[NH2:1][c:2]1[c:3]2[c:4](=[O:20])[c:5]([C:17](=[O:18])[OH:19])[cH:6][n:7]([CH:14]3[CH2:15][CH2:16]3)[c:8]2[cH:9][c:10]([F:13])[c:11]1[F:12].[cH:31]1[cH:32][cH:33][n:34][cH:35][cH:36]1>>[NH2:1][c:2]1[c:3]2[c:4](=[O:20])[c:5]([C:17](=[O:18])[OH:19])[cH:6][n:7]([CH:14]3[CH2:15][CH2:16]3)[c:8]2[cH:9][c:10]([N:27]2[CH2:26][CH:25]([CH3:30])[N:24]([C:21]([CH3:22])=[O:23])[CH2:29][CH2:28]2)[c:11]1[F:12].